This data is from the Open Reaction Database (ORD), a public repository of structured organic reaction records. The task is: describe an organic reaction: reactants, conditions, products, and yield Procedure: In the same manner, S-ethyl chlorothioformate is reacted with each of 2-[4(1-methylpropylthio)phenylthio]ethanol, 2-[4(1-methylpropoxy)phenoxy]ethanol, 2-[4(3-methyl-2-butenylthio)phenylthio]ethanol and 2-[4(1-methylpropylthio)phenoxy]ethanol to give, respectively, compounds 64, 65, 66, 67 and 84 under Table A. Yields the product CC(=CCOC1=CC=C(OCCO)C=C1)C (2-[4(3-methyl-2-butenoxy)phenoxy]ethanol). The reactants are ClC(=O)SCC (S-ethyl chlorothioformate), CC(CC)SC1=CC=C(C=C1)SCCO (2-[4(1-methylpropylthio)phenylthio]ethanol), CC(CC)OC1=CC=C(OCCO)C=C1 (2-[4(1-methylpropoxy)phenoxy]ethanol), CC(=CCSC1=CC=C(C=C1)SCCO)C (2-[4(3-methyl-2-butenylthio)phenylthio]ethanol), CC(CC)SC1=CC=C(OCCO)C=C1 (2-[4(1-methylpropylthio)phenoxy]ethanol), compounds 64. Reaction SMILES: ClC(S[CH2:5][CH3:6])=O.[CH3:7]C(SC1C=CC(SCCO)=CC=1)CC.[CH3:22][CH:23]([O:26][C:27]1[CH:36]=[CH:35][C:30]([O:31][CH2:32][CH2:33][OH:34])=[CH:29][CH:28]=1)CC.CC(C)=CCSC1C=CC(SCCO)=CC=1.CC(SC1C=CC(OCCO)=CC=1)CC>>[CH3:7][C:5]([CH3:6])=[CH:22][CH2:23][O:26][C:27]1[CH:36]=[CH:35][C:30]([O:31][CH2:32][CH2:33][OH:34])=[CH:29][CH:28]=1. RXN SMILES: [CH2:18]([CH2:19][CH2:20][CH3:21])[C:22](=[O:23])[OH:24].[Cl-:17].[c:1]1([CH:7]([C:8](=[O:9])[NH2:10])[c:11]2[cH:12][cH:13][cH:14][cH:15][cH:16]2)[cH:2][cH:3][cH:4][cH:5][cH:6]1>>[c:1]1([CH:7]([C:8](=[O:9])[NH:10][C:22]([CH2:18][CH2:19][CH2:20][CH3:21])=[O:23])[c:11]2[cH:12][cH:13][cH:14][cH:15][cH:16]2)[cH:2][cH:3][cH:4][cH:5][cH:6]1. Reactants: CCCCC(=O)O, [Cl-], NC(=O)C(c1ccccc1)c1ccccc1. Product: CCCCC(=O)NC(=O)C(c1ccccc1)c1ccccc1. Reactants: NC1=NC=2CCC3=C(C2C(N1)=O)C=C(C(=C3)Br)S(=O)(=O)N(CC)CC (3-Amino-8-bromo-N,N,-diethyl-5,6-dihydrobenzo[f]quinazolin-1(2H)-one- 9-sulfonamide), C(C)(=O)O (acetic acid). The solvent is C(C(C)(C)C)(=O)OC(C(C)(C)C)=O (pivalic anhydride). Product: NC1=NC=2C=CC3=C(C2C(N1)=O)C=C(C(=C3)Br)S(=O)(=O)N(CC)CC (3-amino-8-bromo-N,N- diethyl-1,2-dihydro-1-oxobenzo[f]quinazolin-9-sulfonamide). Isolated yield 33.2%. Reaction SMILES: [NH2:1][C:2]1[NH:11][C:10](=[O:12])[C:9]2[C:8]3[CH:13]=[C:14]([S:18]([N:21]([CH2:24][CH3:25])[CH2:22][CH3:23])(=[O:20])=[O:19])[C:15]([Br:17])=[CH:16][C:7]=3[CH2:6][CH2:5][C:4]=2[N:3]=1.C(O)(=O)C>C(OC(=O)C(C)(C)C)(=O)C(C)(C)C>[NH2:1][C:2]1[NH:11][C:10](=[O:12])[C:9]2[C:8]3[CH:13]=[C:14]([S:18]([N:21]([CH2:24][CH3:25])[CH2:22][CH3:23])(=[O:19])=[O:20])[C:15]([Br:17])=[CH:16][C:7]=3[CH:6]=[CH:5][C:4]=2[N:3]=1. Reported procedure: 3-Amino-8-bromo-N,N,-diethyl-5,6-dihydrobenzo[f]quinazolin-1(2H)-one- 9-sulfonamide (0.165 g,0.39 mmole) was suspended in pivalic anhydride (5 ml) (Aldrich) and heated under nitrogen until dissolved. The solution was heated under reflux for 10 minutes, cooled, and the pivalic anhydride removed in vacuo. The dried solid was dissolved in benzene (20 ml), pyridine (0.05 ml) added, and the solution heated to boiling under nitrogen. N-8romosuccinimide (0.07 g, 0.47 mmole) was added, and the mixture r...